Dataset: the Open Reaction Database (ORD), a public repository of structured organic reaction records. Task: describe an organic reaction: reactants, conditions, products, and yield Reactants: O=C([O-])O, Cc1ccc(CN)cc1, Cc1ccccc1, O=C(Cl)Cl, ClCCl, [Na+]. Product: Cc1ccc(CN=C=O)cc1. Reaction SMILES: [C:10]([O-:11])(=[O:12])[OH:13].[CH3:1][c:2]1[cH:3][cH:4][c:5]([CH2:6][NH2:7])[cH:8][cH:9]1.[CH3:22][c:23]1[cH:24][cH:25][cH:26][cH:27][cH:28]1.[Cl:15][C:16](=[O:17])[Cl:18].[Cl:19][CH2:20][Cl:21].[Na+:14]>>[CH3:1][c:2]1[cH:3][cH:4][c:5]([CH2:6][N:7]=[C:10]=[O:11])[cH:8][cH:9]1. Starting materials: Nc1cc2c(F)ccc(Br)c2cn1, O=c1ccccn1C(=S)n1ccccc1=O, ClCCl. Yields the product Fc1ccc(Br)c2cnc(N=C=S)cc12. RXN SMILES: [Br:1][c:2]1[cH:3][cH:4][c:5]([F:13])[c:6]2[cH:7][c:8]([NH2:12])[n:9][cH:10][c:11]12.[C:14](=[S:15])([n:16]1[cH:17][cH:18][cH:19][cH:20][c:21]1=[O:22])[n:23]1[cH:24][cH:25][cH:26][cH:27][c:28]1=[O:29].[Cl:30][CH2:31][Cl:32]>>[Br:1][c:2]1[cH:3][cH:4][c:5]([F:13])[c:6]2[cH:7][c:8]([N:12]=[C:14]=[S:15])[n:9][cH:10][c:11]12. Starting materials: N(=O)[O-].[Na+] (sodium nitrite), [I-].[K+] (potassium iodide), COC1=C(N)C=C(C=C1)[N+](=O)[O-] (2-Methoxy-5-nitroaniline), S(O)(O)(=O)=O (sulfuric acid). Solvent: O (water), O (water). Run at temperature 90 celsius. Product: IC1=C(C=CC(=C1)[N+](=O)[O-])OC (2-Iodo-1-methoxy-4-nitrobenzene). The yield is 81.2%. Reaction SMILES: [CH3:1][O:2][C:3]1[CH:9]=[CH:8][C:7]([N+:10]([O-:12])=[O:11])=[CH:6][C:4]=1N.S(=O)(=O)(O)O.N([O-])=O.[Na+].[I-:22].[K+]>O>[I:22][C:4]1[CH:6]=[C:7]([N+:10]([O-:12])=[O:11])[CH:8]=[CH:9][C:3]=1[O:2][CH3:1] |f:2.3,4.5|. Procedure details: 2-Methoxy-5-nitroaniline (10.0 g, 0.060 mol) was stirred in water (150 mL) and concentrated (conc.) sulfuric acid (12 mL, 0.22 mol). The solution was cooled below 5° C. with an ice-salt bath, and a solution of sodium nitrite (4.8 g, 0.070 mol) in water (40 mL) was added dropwise while maintaining the temperature below 5° C. A solution of potassium iodide (16.8 g, 0.101 mol) was added and the mixture was heated to 90° C. for 1 hour. Cooling to 0° C. gave dark red crystals which were filtered, was...